This data is from the Open Reaction Database (ORD), a public repository of structured organic reaction records. The task is: describe an organic reaction: reactants, conditions, products, and yield Reaction SMILES: [F:1][C:2]1[CH:7]=[C:6]([F:8])[CH:5]=[CH:4][C:3]=1[C:9]1([CH2:12][N:13]2[CH:17]=[N:16][CH:15]=[N:14]2)[CH2:11][O:10]1.C(O)=[O:19]>>[F:1][C:2]1[CH:7]=[C:6]([F:8])[CH:5]=[CH:4][C:3]=1[C:9]([OH:19])([CH2:12][N:13]1[CH:17]=[N:16][CH:15]=[N:14]1)[CH2:11][OH:10]. The reactants are FC1=C(C=CC(=C1)F)C1(OC1)CN1N=CN=C1 (1-[[2-(2,4-difluorophenyl)oxiranyl]methyl]-1H-1,2,4-triazole), C(=O)O (formic acid). Product: FC1=C(C=CC(=C1)F)C(CO)(CN1N=CN=C1)O (2-(2,4-DIFLUOROPHENYL)-3-(1H-1,2,4-TRIAZOL-1-YL)-1,2-PROPANEDIOL). Reported procedure: Heat a solution of 1-[[2-(2,4-difluorophenyl)oxiranyl]methyl]-1H-1,2,4-triazole (57 g) [prepared as described in Example 2(c) of British patent application No. 2,099,818A, published 15 Dec. 1982] in formic acid (500 mL) at reflux overnight. Remove the solvent in vacuo at 85°. Dilute the residue with ice water (1 liter) and basify carefully with 10% K2CO3 solution. Dilute with MeOH (500 mL) and heat on steam bath (1.5hr). Remove the MeOH in vacuo and extract the remaining aqueous solution with Et... The reactants are C(C)OC=1C(=CC(=NC1)OC)I (5-ethoxy-4-iodo-2-methoxypyridine), ClC=1C=CC(=C(C1)B(O)O)C#N (5-chloro-2-cyanophenylboronic acid), [1,1-bis(diphenylphosphino)ferrocene]palladium(II) chloride dichloromethane. The product is ClC1=CC(=C(C#N)C=C1)C1=CC(=NC=C1OCC)OC (4-Chloro-2-(5-ethoxy-2-methoxypyridin-4-yl)benzonitrile). As a reaction SMILES: [CH2:1]([O:3][C:4]1[C:5](I)=[CH:6][C:7]([O:10][CH3:11])=[N:8][CH:9]=1)[CH3:2].[Cl:13][C:14]1[CH:15]=[CH:16][C:17]([C:23]#[N:24])=[C:18](B(O)O)[CH:19]=1>>[Cl:13][C:14]1[CH:15]=[CH:16][C:17]([C:23]#[N:24])=[C:18]([C:5]2[C:4]([O:3][CH2:1][CH3:2])=[CH:9][N:8]=[C:7]([O:10][CH3:11])[CH:6]=2)[CH:19]=1. Procedure: 322 mg (purity 93%, 1.07 mmol) of 5-ethoxy-4-iodo-2-methoxypyridine and 234 mg (1.29 mmol, 1.2 eq.) of 5-chloro-2-cyanophenylboronic acid in the presence of [1,1-bis(diphenylphosphino)ferrocene]palladium(II) chloride/dichloromethane monoadduct were reacted according to General Method 2A. The crude product was purified by flash chromatography (silica gel 50, cyclohexane/ethyl acetate gradient). Yield: 135 mg (41% of theory)